Dataset: the Open Reaction Database (ORD), a public repository of structured organic reaction records. Task: describe an organic reaction: reactants, conditions, products, and yield Reactants: ClCCCl, Cc1ccccc1C(NC(=O)Nc1ccc(Cl)cc1)C(=O)Nc1ccc(C2=NCCN2C)cc1, CN1CCCN(c2ccc(N)cc2)CC1, CN(C)C=O, O. Product: Cc1ccccc1C(NC(=O)Nc1ccc(Cl)cc1)C(=O)Nc1ccc(N2CCCN(C)CC2)cc1. RXN SMILES: [CH2:50]([Cl:51])[CH2:52][Cl:53].[CH3:1][N:2]1[CH2:3][CH2:4][N:5]=[C:6]1[c:7]1[cH:8][cH:9][c:10]([NH:13][C:14]([CH:15]([NH:16][C:17](=[O:18])[NH:19][c:20]2[cH:21][cH:22][c:23]([Cl:26])[cH:24][cH:25]2)[c:27]2[c:28]([CH3:33])[cH:29][cH:30][cH:31][cH:32]2)=[O:34])[cH:11][cH:12]1.[CH3:35][N:36]1[CH2:37][CH2:38][N:39]([c:43]2[cH:44][cH:45][c:46]([NH2:47])[cH:48][cH:49]2)[CH2:40][CH2:41][CH2:42]1.[O:54]=[CH:55][N:56]([CH3:57])[CH3:58].[OH2:59]>>[c:7]1([N:39]2[CH2:38][CH2:37][N:36]([CH3:35])[CH2:42][CH2:41][CH2:40]2)[cH:8][cH:9][c:10]([NH:13][C:14]([CH:15]([NH:16][C:17](=[O:18])[NH:19][c:20]2[cH:21][cH:22][c:23]([Cl:26])[cH:24][cH:25]2)[c:27]2[c:28]([CH3:33])[cH:29][cH:30][cH:31][cH:32]2)=[O:34])[cH:11][cH:12]1. The reactants are [H][H] (hydrogen), [H][H] (hydrogen), salicyl aldehyde, [N+](=O)([O-])CCO (2-nitroethanol), Cl.C(CC)NCCC (din-propylamine hydrochloride), C(CCCC)CC(=O)[O-] (amylacetate). Product: -CH2CH2O(CH2)rCH3, [N+](=O)([O-])C=1COC2=CC=CC=C2C1 (3-nitrochromene). RXN SMILES: [H][H].[N+:3]([CH2:6][CH2:7][OH:8])([O-:5])=[O:4].Cl.C(NCCC)CC.[CH2:17]([CH2:22][C:23]([O-])=O)[CH2:18][CH2:19][CH2:20][CH3:21]>>[N+:3]([C:6]1[CH2:7][O:8][C:17]2[C:22]([CH:23]=1)=[CH:21][CH:20]=[CH:19][CH:18]=2)([O-:5])=[O:4] |f:2.3|. Reported procedure: The compounds of this invention are prepared by various means. The compounds of this invention wherein R3 is hydrogen, R1 is hydrogen, ethyl or propyl, cyclopropylmethyl or cyclobutylmethyl and R2 is --CH2 cycloalkylC3-8, alkylC2-8, --(CH2)q --R4, or --CH2CH2O(CH2)rCH3 are prepared by refluxing one equivalent of a salicyl aldehyde of formula C-1 (see Chart 1) with one and one-half equivalents of 2-nitroethanol in amylacetate in the presence of one and one-half equivalents of din-propylamine hydr... Reactants: CCc1cc(C#N)sc1COC1CCCCO1, NO. The product is CCc1cc(C(N)=NO)sc1COC1CCCCO1. Reaction SMILES: [CH2:1]([CH3:2])[c:3]1[cH:4][c:5]([C:16]#[N:17])[s:6][c:7]1[CH2:8][O:9][CH:10]1[O:11][CH2:12][CH2:13][CH2:14][CH2:15]1.[NH2:18][OH:19]>>[CH2:1]([CH3:2])[c:3]1[cH:4][c:5]([C:16]([NH2:17])=[N:18][OH:19])[s:6][c:7]1[CH2:8][O:9][CH:10]1[O:11][CH2:12][CH2:13][CH2:14][CH2:15]1. Starting materials: CCO, CCOc1nc2cc(OC)c(OC)cc2s1, Cl. Product: COc1cc2[nH]c(=O)sc2cc1OC. Reaction SMILES: [CH3:18][CH2:19][OH:20].[CH3:1][O:2][c:3]1[c:4]([O:15][CH3:16])[cH:5][c:6]2[c:7]([n:8][c:9]([O:11][CH2:12][CH3:13])[s:10]2)[cH:14]1.[ClH:17]>>[CH3:1][O:2][c:3]1[c:4]([O:15][CH3:16])[cH:5][c:6]2[c:7]([nH:8][c:9](=[O:11])[s:10]2)[cH:14]1.